From a dataset of the Open Reaction Database (ORD), a public repository of structured organic reaction records. describe an organic reaction: reactants, conditions, products, and yield Reactants: ClC=1C=C(C=CC1Cl)N1N=CC(=C1C)C(=O)O (1-(3,4-dichlorophenyl)-5-methylpyrazole-4-carboxylic acid), NC=1C=CC(=C(C#N)C1)N1CCN(CC1)CCO (5-amino-2-[4-(2-hydroxyethyl)piperazin-1-yl]benzonitrile). Yields the product ClC=1C=C(C=CC1Cl)N1N=CC(=C1C)C(=O)NC1=CC(=C(C=C1)N1CCN(CC1)CCO)C#N (1-(3,4-Dichlorophenyl)-N-{3-cyano-4-[4-(2-hydroxyethyl) piperazin-1-yl]phenyl}-5-methylpyrazole-4-carboxamide). The yield is 32.6%. RXN SMILES: [Cl:1][C:2]1[CH:3]=[C:4]([N:9]2[C:13]([CH3:14])=[C:12]([C:15]([OH:17])=O)[CH:11]=[N:10]2)[CH:5]=[CH:6][C:7]=1[Cl:8].[NH2:18][C:19]1[CH:20]=[CH:21][C:22]([N:27]2[CH2:32][CH2:31][N:30]([CH2:33][CH2:34][OH:35])[CH2:29][CH2:28]2)=[C:23]([CH:26]=1)[C:24]#[N:25]>>[Cl:1][C:2]1[CH:3]=[C:4]([N:9]2[C:13]([CH3:14])=[C:12]([C:15]([NH:18][C:19]3[CH:20]=[CH:21][C:22]([N:27]4[CH2:28][CH2:29][N:30]([CH2:33][CH2:34][OH:35])[CH2:31][CH2:32]4)=[C:23]([C:24]#[N:25])[CH:26]=3)=[O:17])[CH:11]=[N:10]2)[CH:5]=[CH:6][C:7]=1[Cl:8]. Procedure: By the reaction and treatment in the same manner as in Example 64 using 1-(3,4-dichlorophenyl)-5-methylpyrazole-4-carboxylic acid (2 g) and 5-amino-2-[4-(2-hydroxyethyl)piperazin-1-yl]benzonitrile (2.67 g), the title compound (1.2 g) was obtained, melting point: 195–197° C. Procedure: To a solution of Example 123C (2.69 g, 11.8 mmol) in methanol (75 ml) was added a solution of 1N aqueous sodium hydroxide (75 mL) and the resultant mixture heated to reflux for 16 hours. After cooling to room temperature a solution of 1N aqueous hydrochloride (80 mL) was added to make the mixture acidic which caused a precipitate to form. This solid was collected by filtration, washed with water (5× 20 mL) and dried in a vacuum oven to provide the title compound as a light brown solid (1.97 g, 7... Reactants: C(C=C)C1(C(=CC(C2=CC=CC=C12)=O)OC)C (4-allyl-3-methoxy-4-methylnaphthalen-1(4H)-one), [OH-].[Na+] (sodium hydroxide), Cl (hydrochloride), resultant mixture. The yield is 77.9%. The product is C(C=C)C1(C(C=C(C2=CC=CC=C12)O)=O)C (1-allyl-4-hydroxy-1-methylnaphthalen-2(1H)-one). Run in CO (methanol). Reaction SMILES: [CH2:1]([C:4]1([CH3:17])[C:13]2[C:8](=[CH:9][CH:10]=[CH:11][CH:12]=2)[C:7](=[O:14])[CH:6]=[C:5]1[O:15]C)[CH:2]=[CH2:3].[OH-].[Na+].Cl>CO>[CH2:1]([C:4]1([CH3:17])[C:13]2[C:8](=[CH:9][CH:10]=[CH:11][CH:12]=2)[C:7]([OH:14])=[CH:6][C:5]1=[O:15])[CH:2]=[CH2:3] |f:1.2|.